describe an organic reaction: reactants, conditions, products, and yield From a dataset of the Open Reaction Database (ORD), a public repository of structured organic reaction records. The reactants are COc1ccc(CN)cc1, CN1CCN(c2nc(Cl)nc3ccsc23)CC1, c1ccncc1. Product: COc1ccc(CNc2nc(N3CCN(C)CC3)c3sccc3n2)cc1. Reaction SMILES: [CH3:18][O:19][c:20]1[cH:21][cH:22][c:23]([CH2:24][NH2:25])[cH:26][cH:27]1.[Cl:1][c:2]1[n:3][c:4]([N:11]2[CH2:12][CH2:13][N:14]([CH3:17])[CH2:15][CH2:16]2)[c:5]2[c:6]([n:7]1)[cH:8][cH:9][s:10]2.[cH:28]1[cH:29][cH:30][n:31][cH:32][cH:33]1>>[c:2]1([NH:25][CH2:24][c:23]2[cH:22][cH:21][c:20]([O:19][CH3:18])[cH:27][cH:26]2)[n:3][c:4]([N:11]2[CH2:12][CH2:13][N:14]([CH3:17])[CH2:15][CH2:16]2)[c:5]2[c:6]([n:7]1)[cH:8][cH:9][s:10]2. Run at time 16 hour. As a reaction SMILES: [N:1]1[N:2]([C:6]2[CH:11]=[CH:10][C:9]([CH2:12]O)=[CH:8][CH:7]=2)[N:3]=[CH:4][CH:5]=1.S(Cl)([Cl:16])=O.C([O-])(O)=O.[Na+]>C(Cl)Cl>[Cl:16][CH2:12][C:9]1[CH:10]=[CH:11][C:6]([N:2]2[N:3]=[CH:4][CH:5]=[N:1]2)=[CH:7][CH:8]=1 |f:2.3|. Procedure: To a solution of 50.58 g (289 mmol) of (4-[1,2,3]triazol-2-yl-phenyl)-methanol in 2000 ml of CH2Cl2, 31.59 ml (433 mmol) of thionyl chloride Is added dropwise at 0-5° C. and the reaction mixture is allowed to warm to r.t. After stirring for 16 h, the reaction mixture is basified with sat. NaHCO3 at 0-5° C. and extracted with CH2Cl2. The combined extracts are washed with brine, dried over MgSO4 and concentrated under reduced pressure to provide the title compound. The product is ClCC1=CC=C(C=C1)N1N=CC=N1 (2-(4-Chloromethyl-phenyl)-2H-[1,2,3]-triazole). Starting materials: N=1N(N=CC1)C1=CC=C(C=C1)CO ((4-[1,2,3]triazol-2-yl-phenyl)-methanol), S(=O)(Cl)Cl (thionyl chloride), C(=O)(O)[O-].[Na+] (NaHCO3). Run in C(Cl)Cl (CH2Cl2). Reactants: CC1=C2[C@H](C(=O)[C@@]3([C@H](C[C@@H]4[C@]([C@H]3[C@@H]([C@@](C2(C)C)(C[C@@H]1OC(=O)[C@@H]([C@H](C=5C=CC=CC5)NC(=O)C=6C=CC=CC6)O)O)OC(=O)C=7C=CC=CC7)(CO4)OC(=O)C)O)C)OC(=O)C (taxol), CC1=C2[C@H](C(=O)[C@@]3([C@H](C[C@@H]4[C@]([C@H]3[C@@H]([C@@](C2(C)C)(C[C@@H]1OC(=O)[C@@H]([C@H](C=5C=CC=CC5)NC(=O)C=6C=CC=CC6)O)O)OC(=O)C=7C=CC=CC7)(CO4)OC(=O)C)O)C)O (10-deacetyltaxol). Solvent: ClCCl (dichloromethane). The product is CC1=C2[C@H](C(=O)[C@@]3([C@H](C[C@@H]4[C@]([C@H]3[C@@H]([C@@](C2(C)C)(C[C@@H]1O)O)OC(=O)C=5C=CC=CC5)(CO4)OC(=O)C)O)C)O (10-deacetylbaccatin III). RXN SMILES: [CH3:1][C:2]1[C@@H:19]([O:20]C([C@H](O)[C@@H](NC(C2C=CC=CC=2)=O)C2C=CC=CC=2)=O)[CH2:18][C@:14]2([OH:41])[C:15]([CH3:17])([CH3:16])[C:3]=1[C@@H:4]([O:59]C(C)=O)[C:5]([C@@:7]1([CH3:58])[C@H:12]([C@@H:13]2[O:42][C:43]([C:45]2[CH:46]=[CH:47][CH:48]=[CH:49][CH:50]=2)=[O:44])[C@:11]2([O:53][C:54]([CH3:56])=[O:55])[CH2:51][O:52][C@@H:10]2[CH2:9][C@@H:8]1[OH:57])=[O:6].CC1[C@@H](OC([C@H](O)[C@@H](NC(C2C=CC=CC=2)=O)C2C=CC=CC=2)=O)C[C@]2(O)C(C)(C)C=1[C@@H](O)C([C@@]1(C)[C@H]([C@@H]2OC(C2C=CC=CC=2)=O)[C@]2(OC(C)=O)CO[C@@H]2C[C@@H]1O)=O>ClCCl>[CH3:1][C:2]1[C@@H:19]([OH:20])[CH2:18][C@:14]2([OH:41])[C:15]([CH3:16])([CH3:17])[C:3]=1[C@@H:4]([OH:59])[C:5]([C@@:7]1([CH3:58])[C@H:12]([C@@H:13]2[O:42][C:43]([C:45]2[CH:50]=[CH:49][CH:48]=[CH:47][CH:46]=2)=[O:44])[C@:11]2([O:53][C:54]([CH3:56])=[O:55])[CH2:51][O:52][C@@H:10]2[CH2:9][C@@H:8]1[OH:57])=[O:6]. Reported procedure: In contrast, the same procedure as described in Example II was run on 10 grams of starting material having the same taxol and 10-deacetyltaxol percentages. The reaction solvent used was dichloromethane (as was used in the Magris, et al. procedure). The 10-deacetylbaccatin III yield was only 24%, 90 mg (a lower yield resulted from larger amounts of material) as analyzed by TLC. there as 69 mg of 10-deacetyltaxol remaining; 47% of the 10-deacetyltaxol was converted. Based on TLC analysis, the reac... Starting materials: CC(Cl)c1cccnc1, C1CC2CC1CN2. The reagents and catalysts are O=C([O-])[O-].[Cs+].[Cs+] (cesium carbonate), [I-].[K+] (potassium iodide). The solvent is CN(C)C=O (DMF), CN(C)C=O (dmf), CN(C)C=O (DMF). Run at temperature 70 celsius, time 16 hour. The product is CC(c1cccnc1)N1CC2CCC1C2.